From a dataset of the Open Reaction Database (ORD), a public repository of structured organic reaction records. describe an organic reaction: reactants, conditions, products, and yield Starting materials: CS(C)=O, OCC1CCCC1, [H-], Nc1ncc(Br)nc1Br, [Na+]. Yields the product Nc1ncc(Br)nc1OCC1CCCC1. Reaction SMILES: [CH3:19][S:20]([CH3:21])=[O:22].[CH:1]1([CH2:6][OH:7])[CH2:2][CH2:3][CH2:4][CH2:5]1.[H-:8].[NH2:10][c:11]1[n:12][cH:13][c:14]([Br:18])[n:15][c:16]1[Br:17].[Na+:9]>>[CH:1]1([CH2:6][O:7][c:16]2[c:11]([NH2:10])[n:12][cH:13][c:14]([Br:18])[n:15]2)[CH2:2][CH2:3][CH2:4][CH2:5]1. The reactants are [Al+3], O=C([O-])[O-], CCOC(=O)C1CCN(C(C)C)CC1, [H-], [H-], [H-], [H-], [K+], [K+], [Li+], [Na+], C1CCOC1, [OH-], O. The product is CC(C)N1CCC(CO)CC1. RXN SMILES: [Al+3:2].[C:23](=[O:24])([O-:25])[O-:26].[CH:7]([CH3:8])([CH3:9])[N:10]1[CH2:11][CH2:12][CH:13]([C:16](=[O:17])[O:18][CH2:19][CH3:20])[CH2:14][CH2:15]1.[H-:1].[H-:4].[H-:5].[H-:6].[K+:27].[K+:28].[Li+:3].[Na+:22].[O:29]1[CH2:30][CH2:31][CH2:32][CH2:33]1.[OH-:21].[OH2:34]>>[CH:7]([CH3:8])([CH3:9])[N:10]1[CH2:11][CH2:12][CH:13]([CH2:16][OH:17])[CH2:14][CH2:15]1. The reactants are CC1CN(C(=O)OC(C)(C)C)CC2Cc3ccc(C(F)F)nc3N12, O=C1CCC(=O)N1Cl. The product is CC1CN(C(=O)OC(C)(C)C)CC2Cc3cc(Cl)c(C(F)F)nc3N12. RXN SMILES: [C:1]([CH3:2])([CH3:3])([CH3:4])[O:5][C:6](=[O:7])[N:8]1[CH2:9][CH:10]2[CH2:11][c:12]3[cH:13][cH:14][c:15]([CH:22]([F:23])[F:24])[n:16][c:17]3[N:18]2[CH:19]([CH3:21])[CH2:20]1.[Cl:25][N:26]1[C:27](=[O:28])[CH2:29][CH2:30][C:31]1=[O:32]>>[C:1]([CH3:2])([CH3:3])([CH3:4])[O:5][C:6](=[O:7])[N:8]1[CH2:9][CH:10]2[CH2:11][c:12]3[cH:13][c:14]([Cl:25])[c:15]([CH:22]([F:23])[F:24])[n:16][c:17]3[N:18]2[CH:19]([CH3:21])[CH2:20]1. Reactants: [I-].C[S+](=O)(C)C (trimethylsulfoxonium iodide), [H-].[Na+] (sodium hydride), ice water, ClC1=CC(=NC=N1)N1CCC(CC1)=O (1-(6-chloropyrimidine-4-yl)piperidin-4-one). Run in CS(=O)C (dimethylsulfoxide). Reaction conditions: time 1 hour. Yields the product ClC1=CC(=NC=N1)N1CCC2(CO2)CC1 (6-(6-chloropyrimidine-4-yl)-1-oxa-6-azaspiro[2,5]octane). Isolated yield 62.6%. As a reaction SMILES: [I-].[CH3:2][S+](C)(C)=O.[H-].[Na+].[Cl:9][C:10]1[N:15]=[CH:14][N:13]=[C:12]([N:16]2[CH2:21][CH2:20][C:19](=[O:22])[CH2:18][CH2:17]2)[CH:11]=1>CS(C)=O>[Cl:9][C:10]1[N:15]=[CH:14][N:13]=[C:12]([N:16]2[CH2:17][CH2:18][C:19]3([O:22][CH2:2]3)[CH2:20][CH2:21]2)[CH:11]=1 |f:0.1,2.3|. Procedure: To a solution of trimethylsulfoxonium iodide (10.56 g) in dimethylsulfoxide (50 ml) was added 60% sodium hydride (1.84 g) in oil, and the mixture was stirred at room temperature for 1 hour. To the mixture was added, under ice-cooling, 1-(6-chloropyrimidine-4-yl)piperidin-4-one (8.50 g), and the mixture was stirred at room temperature for 3 hours. The reaction solution was poured into ice-water, and the mixture was extracted with ethyl acetate. The extract was washed with saturated brine, dried a... Reactants: S1C(=CC2=C1C=CC=C2)CC=2C=C(C=CC2F)[C@@]2(OC)[C@H](O)[C@@H](O)[C@H](O)[C@H](O2)CO (methyl 1-C-[3-(1-benzothien-2-ylmethyl)-4-fluorophenyl]-α-glucopyranoside), S1C(=CC2=C1C=CC=C2)CC=2C=C(C=CC2F)[C@@]2(OC)[C@H](O)[C@@H](O)[C@H](O)[C@H](O2)CO (methyl 1-C-[3-(1-benzothien-2-ylmethyl)-4-fluorophenyl]-α-glucopyranoside), Cl (hydrochloric acid), C(C)(=O)OC(C)=O (acetic anhydride). Reagents/catalysts: CN(C1=CC=NC=C1)C (4-dimethylaminopyridine). Run in N1=CC=CC=C1 (pyridine). Conditions: time 12 hour. Product: C(C)(=O)O[C@H]1[C@@](OC)(O[C@@H]([C@H]([C@@H]1OC(C)=O)OC(C)=O)COC(C)=O)C1=CC(=C(C=C1)F)CC=1SC2=C(C1)C=CC=C2 (methyl 2,3,4,6-tetra-O-acetyl-1-C-[3-(1-benzothien-2-ylmethyl)-4-fluorophenyl]-α-glucopyranoside). As a reaction SMILES: [S:1]1[C:5]2[CH:6]=[CH:7][CH:8]=[CH:9][C:4]=2[CH:3]=[C:2]1[CH2:10][C:11]1[CH:12]=[C:13]([C@@:18]2([O:28][C@H:27]([CH2:29][OH:30])[C@@H:25]([OH:26])[C@H:23]([OH:24])[C@H:21]2[OH:22])[O:19][CH3:20])[CH:14]=[CH:15][C:16]=1[F:17].C(O[C:35](=[O:37])[CH3:36])(=O)C.Cl>CN(C)C1C=CN=CC=1.N1C=CC=CC=1>[C:18]([O:22][C@@H:21]1[C@@H:23]([O:24][C:21](=[O:22])[CH3:23])[C@H:25]([O:26][C:25](=[O:26])[CH3:27])[C@@H:27]([CH2:29][O:30][C:35](=[O:37])[CH3:36])[O:28][C@:18]1([C:13]1[CH:14]=[CH:15][C:16]([F:17])=[C:11]([CH2:10][C:2]2[S:1][C:5]3[CH:6]=[CH:7][CH:8]=[CH:9][C:4]=3[CH:3]=2)[CH:12]=1)[O:19][CH3:20])(=[O:19])[CH3:13]. Procedure: To the above-obtained toluene solution of methyl 1-C-[3-(1-benzothien-2-ylmethyl)-4-fluorophenyl]-α-glucopyranoside were added pyridine (7.39 g) and 4-dimethylaminopyridine (19 mg). Thereto was added acetic anhydride (7.94 g) at 1.7 to 3.3° C., followed by stirring at room temperature for 12 hours. To the reaction mixture was added hydrochloric acid (2 M, 50 ml), followed by extraction. The organic layer was washed with a 5% aqueous sodium hydrogencarbonate solution (75 ml) and successively with... Starting materials: C1(=CC=CC=C1)C1=NOC(=C1)CN1CCC(CC1)CC(=O)OCC (Ethyl {1-[(3-phenyl-5-isoxazolyl)methyl]-4-piperidinyl}acetate), Cl (hydrochloric acid). Reaction SMILES: [C:1]1([C:7]2[CH:11]=[C:10]([CH2:12][N:13]3[CH2:18][CH2:17][CH:16]([CH2:19][C:20]([O:22]CC)=[O:21])[CH2:15][CH2:14]3)[O:9][N:8]=2)[CH:6]=[CH:5][CH:4]=[CH:3][CH:2]=1.[ClH:25]>FC(F)(F)C(O)=O>[ClH:25].[C:1]1([C:7]2[CH:11]=[C:10]([CH2:12][N:13]3[CH2:14][CH2:15][CH:16]([CH2:19][C:20]([OH:22])=[O:21])[CH2:17][CH2:18]3)[O:9][N:8]=2)[CH:2]=[CH:3][CH:4]=[CH:5][CH:6]=1 |f:3.4|. Solvent: FC(C(=O)O)(F)F (trifluoroacetic acid). Procedure: A solution of the compound prepared in Example 57 (600 mg) in trifluoroacetic acid (2 mL)-aqueous 18% hydrochloric acid (4 mL) was refluxed for two hours. The reaction was cooled to room temperature and concentrated to obtain the title compound (699 mg) having the following physical data. 1H NMR (DMSO-d6): δ 11.26-11.11 (m, 1H), 7.94-7.85 (m, 2H), 7.61-7.50 (m, 3H), 7.37 (s, 1H), 4.56 (s, 2H), 3.51-3.39 (m, 2H), 3.12-2.97 (m, 2H), 2.23-2.15 (m, 2H), 1.99-1.82 (m, 3H), 1.65-1.49 (m, 2H). Yields the product Cl.C1(=CC=CC=C1)C1=NOC(=C1)CN1CCC(CC1)CC(=O)O ({1-[(3-phenyl-5-isoxazolyl)methyl]-4-piperidinyl}acetic Acid Hydrochloride). The yield is 18.7%. As a reaction SMILES: C1C=C(Cl)C=C(C(OO)=[O:9])C=1.[Cl:12][C:13]1[CH:14]=[C:15]2[C:20](=[CH:21][CH:22]=1)[C:19](=[O:23])[N:18]([C:24]1[CH:25]=[N:26][CH:27]=[C:28]([S:30][CH3:31])[CH:29]=1)[CH2:17][CH2:16]2.[OH-].[Na+]>C(Cl)Cl>[Cl:12][C:13]1[CH:14]=[C:15]2[C:20](=[CH:21][CH:22]=1)[C:19](=[O:23])[N:18]([C:24]1[CH:25]=[N:26][CH:27]=[C:28]([S:30]([CH3:31])=[O:9])[CH:29]=1)[CH2:17][CH2:16]2 |f:2.3|. Procedure: MCPBA (17.3 mg, 0.1 mmol) was added into a solution of 6-chloro-2-(5-methylsulfanyl-pyridin-3-yl)-3,4-dihydro-2H-isoquinolin-1-one (example 59) (30.5 mg, 0.1 mmol) in DCM (2 mL). The reaction mixture was stirred at RT for 2 hours before it was neutralized with 5% aq. NaOH and extracted with DCM (5 mL, 2×). The organic layers were washed with brine, dried over anhy. Na2SO4, filtered and concentrated in vacuo to give a crude product which was then purified by prep-HPLC to give title compound (6 mg... The product is ClC=1C=C2CCN(C(C2=CC1)=O)C=1C=NC=C(C1)S(=O)C (6-Chloro-2-(5-methanesulfinyl-pyridin-3-yl)-3,4-dihydro-2H-isoquinolin-1-one). Conditions: time 2 hour. Solvent: C(Cl)Cl (DCM). The reactants are C1=CC(=CC(=C1)Cl)C(=O)OO (MCPBA), ClC=1C=C2CCN(C(C2=CC1)=O)C=1C=NC=C(C1)SC (6-chloro-2-(5-methylsulfanyl-pyridin-3-yl)-3,4-dihydro-2H-isoquinolin-1-one), [OH-].[Na+] (NaOH).